Dataset: the Open Reaction Database (ORD), a public repository of structured organic reaction records. Task: describe an organic reaction: reactants, conditions, products, and yield Reactants: C1(=CC=C(C=C1)S(=O)(=O)O)C (p-toluenesulfonic acid), NCCOC1=CC=C(C=C1)\C(=C(\C(F)(F)F)/C1=CC=CC=C1)\C1=CC=CC=C1 ((E)-1-[4-(2-aminoethoxy)-phenyl]-1,2-diphenyl-3,3,3-trifluoro-propene). The solvent is C(C)(C)O (isopropanol), C(C)(C)O (isopropanol). The product is S(=O)(=O)(O)C1=CC=C(C)C=C1.NCCOC1=CC=C(C=C1)\C(=C(\C(F)(F)F)/C1=CC=CC=C1)\C1=CC=CC=C1 ((E)-1-[4-(2-aminoethoxy)-phenyl]-1,2-diphenyl-3,3,3-trifluoro-propene tosylate). Isolated yield 83.2%. RXN SMILES: [C:1]1([CH3:11])[CH:6]=[CH:5][C:4]([S:7]([OH:10])(=[O:9])=[O:8])=[CH:3][CH:2]=1.[NH2:12][CH2:13][CH2:14][O:15][C:16]1[CH:21]=[CH:20][C:19](/[C:22](/[C:34]2[CH:39]=[CH:38][CH:37]=[CH:36][CH:35]=2)=[C:23](\[C:28]2[CH:33]=[CH:32][CH:31]=[CH:30][CH:29]=2)/[C:24]([F:27])([F:26])[F:25])=[CH:18][CH:17]=1>C(O)(C)C>[S:7]([C:4]1[CH:5]=[CH:6][C:1]([CH3:11])=[CH:2][CH:3]=1)([OH:10])(=[O:9])=[O:8].[NH2:12][CH2:13][CH2:14][O:15][C:16]1[CH:17]=[CH:18][C:19](/[C:22](/[C:34]2[CH:35]=[CH:36][CH:37]=[CH:38][CH:39]=2)=[C:23](\[C:28]2[CH:29]=[CH:30][CH:31]=[CH:32][CH:33]=2)/[C:24]([F:25])([F:26])[F:27])=[CH:20][CH:21]=1 |f:3.4|. Procedure: A solution of 0.20 g (1 mmole) of p-toluenesulfonic acid in 1 ml of isopropanol is added to a solution of 0.30 g (0.8 mmoles) of (E)-1-[4-(2-aminoethoxy)-phenyl]-1,2-diphenyl-3,3,3-trifluoro-propene, prepared as described in Example 8, in 0.5 ml of isopropanol. The separated crystals are filtered off and washed with ether. 0.37 g (84%) of the aimed compound are obtained; m.p.: 162°-163° C.